This data is from the Open Reaction Database (ORD), a public repository of structured organic reaction records. The task is: describe an organic reaction: reactants, conditions, products, and yield RXN SMILES: C1C2C(=CC=CC=2)C=CC=1C([O:13][CH2:14][CH2:15][CH:16]([C:35]1[CH:40]=[CH:39][C:38]([Cl:41])=[C:37]([Cl:42])[CH:36]=1)[CH2:17][N:18]1[CH:22]=[CH:21][N:20]=[C:19]1[C:23]([C:25]1[CH:34]=[CH:33][C:32]2[C:27](=[CH:28][CH:29]=[CH:30][CH:31]=2)[CH:26]=1)=[O:24])=O.[OH-].[Na+]>O1CCOCC1>[Cl:42][C:37]1[CH:36]=[C:35]([CH:16]([CH2:17][N:18]2[CH:22]=[CH:21][N:20]=[C:19]2[C:23]([C:25]2[CH:34]=[CH:33][C:32]3[C:27](=[CH:28][CH:29]=[CH:30][CH:31]=3)[CH:26]=2)=[O:24])[CH2:15][CH2:14][OH:13])[CH:40]=[CH:39][C:38]=1[Cl:41] |f:1.2|. Isolated yield 86.5%. Starting materials: C1=C(C=CC2=CC=CC=C12)C(=O)OCCC(CN1C(=NC=C1)C(=O)C1=CC2=CC=CC=C2C=C1)C1=CC(=C(C=C1)Cl)Cl (3-(3,4-Dichlorophenyl)-4-[2-(2-naphthoyl)imidazol-1-yl]butyl 2-naphthoate), [OH-].[Na+] (sodium hydroxide). Run at time 8 hour. Run in O1CCOCC1 (1,4-dioxane). The product is ClC=1C=C(C=CC1Cl)C(CCO)CN1C(=NC=C1)C(=O)C1=CC2=CC=CC=C2C=C1 (3-(3,4-dichlorophenyl)-4-[2-(2-naphthoyl)imidazol-1-yl]butan-1-ol). Reported procedure: 3-(3,4-Dichlorophenyl)-4-[2-(2-naphthoyl)imidazol-1-yl]butyl 2-naphthoate (1.25 g) (see Preparation 42) was dissolved in 1,4-dioxane (15 ml), 1N aqueous sodium hydroxide solution (4 ml) added and the mixture stirred at room temperature overnight. The dioxane was then removed under reduced pressure and the residue partitioned between ethyl acetate and water. The organic phase was separated, washed sequentially with 1N aqueous sodium hydroxide solution, water and brine and the solvent removed unde... Reactants: C(C1=CC=CC=C1)C1NC(C2=CC=C(C=C12)OCCNS(=O)(=O)C=1N=CN(C1)C)=O (N-(2-(3-benzyl-1-oxoisoindolin-5-yloxy)ethyl)-1-methyl-1H-imidazole-4-sulfonamide), CSC.B (borane dimethyl sulfide), [OH-].[Na+] (NaOH), Cl (HCl). Run in C1CCOC1 (THF). Run at temperature 65 celsius, time 8 hour. Yields the product C(C1=CC=CC=C1)C1NCC2=CC=C(C=C12)OCCNS(=O)(=O)C=1N=CN(C1)C (N-[2-(3-Benzylisoindolin-5-yl)oxyethyl]-1-methyl-1H-imidazole-4-sulfonamide). The yield is 20.7%. RXN SMILES: [CH2:1]([CH:8]1[C:16]2[C:11](=[CH:12][CH:13]=[C:14]([O:17][CH2:18][CH2:19][NH:20][S:21]([C:24]3[N:25]=[CH:26][N:27]([CH3:29])[CH:28]=3)(=[O:23])=[O:22])[CH:15]=2)[C:10](=O)[NH:9]1)[C:2]1[CH:7]=[CH:6][CH:5]=[CH:4][CH:3]=1.CSC.B.Cl.[OH-].[Na+]>C1COCC1>[CH2:1]([CH:8]1[C:16]2[C:11](=[CH:12][CH:13]=[C:14]([O:17][CH2:18][CH2:19][NH:20][S:21]([C:24]3[N:25]=[CH:26][N:27]([CH3:29])[CH:28]=3)(=[O:23])=[O:22])[CH:15]=2)[CH2:10][NH:9]1)[C:2]1[CH:3]=[CH:4][CH:5]=[CH:6][CH:7]=1 |f:1.2,4.5|. Reported procedure: To a solution of N-(2-(3-benzyl-1-oxoisoindolin-5-yloxy)ethyl)-1-methyl-1H-imidazole-4-sulfonamide (example 1.7, 111 mg, 0.26 mmol) in dry THF (1.6 mL) was added borane dimethyl sulfide complex (0.78 mL, 1.56 mmol, 2M in THF) under N2. The reaction mixture was heated up to 65° C. for 7 hours, then stirred at room temperature for overnight. Quenched reaction by carefully addition of 0.5 N HCl (0.5 mL) solution and the mixture was refluxed for 2 hours, then basified the reaction mixture with 1N Na... The reactants are CC(C)(C)OC(=O)CN, O=Cc1ccccc1, [Mg+2], O=S(=O)([O-])[O-], c1ccccc1. Product: CC(C)(C)OC(=O)CN=Cc1ccccc1. RXN SMILES: [C:1]([CH3:2])([CH3:3])([CH3:4])[O:5][C:6]([CH2:7][NH2:8])=[O:9].[CH:10](=[O:11])[c:12]1[cH:13][cH:14][cH:15][cH:16][cH:17]1.[Mg+2:18].[O-:19][S:20](=[O:21])(=[O:22])[O-:23].[cH:24]1[cH:25][cH:26][cH:27][cH:28][cH:29]1>>[C:1]([CH3:2])([CH3:3])([CH3:4])[O:5][C:6]([CH2:7][N:8]=[CH:10][c:12]1[cH:13][cH:14][cH:15][cH:16][cH:17]1)=[O:9]. Reactants: CCOC(=O)c1cn(Cc2ccccc2)nc1OCc1ccc(OCc2nc(-c3ccco3)oc2C)c(Cl)c1, CCO, Cl, [Na+], C1CCOC1, [OH-], O. The product is Cc1oc(-c2ccco2)nc1COc1ccc(COc2nn(Cc3ccccc3)cc2C(=O)O)cc1Cl. RXN SMILES: [CH2:1]([c:2]1[cH:3][cH:4][cH:5][cH:6][cH:7]1)[n:8]1[n:9][c:10]([O:18][CH2:19][c:20]2[cH:21][c:22]([Cl:39])[c:23]([O:26][CH2:27][c:28]3[n:29][c:30](-[c:34]4[o:35][cH:36][cH:37][cH:38]4)[o:31][c:32]3[CH3:33])[cH:24][cH:25]2)[c:11]([C:13](=[O:14])[O:15][CH2:16][CH3:17])[cH:12]1.[CH3:49][CH2:50][OH:51].[ClH:47].[Na+:46].[O:40]1[CH2:41][CH2:42][CH2:43][CH2:44]1.[OH-:45].[OH2:48]>>[CH2:1]([c:2]1[cH:3][cH:4][cH:5][cH:6][cH:7]1)[n:8]1[n:9][c:10]([O:18][CH2:19][c:20]2[cH:21][c:22]([Cl:39])[c:23]([O:26][CH2:27][c:28]3[n:29][c:30](-[c:34]4[o:35][cH:36][cH:37][cH:38]4)[o:31][c:32]3[CH3:33])[cH:24][cH:25]2)[c:11]([C:13](=[O:14])[OH:15])[cH:12]1. Starting materials: C(\C=C\CCCCCCC)(=O)O (trans-2-decenoic acid), NC1=CC=CC=C1 (aniline). The product is C1(=CC=CC=C1)NC(\C=C\CCCCCCC)=O ((E)-N-phenyl dec-2-enamide). RXN SMILES: [C:1]([OH:12])(=O)/[CH:2]=[CH:3]/[CH2:4][CH2:5][CH2:6][CH2:7][CH2:8][CH2:9][CH3:10].[NH2:13][C:14]1[CH:19]=[CH:18][CH:17]=[CH:16][CH:15]=1>>[C:14]1([NH:13][C:1](=[O:12])/[CH:2]=[CH:3]/[CH2:4][CH2:5][CH2:6][CH2:7][CH2:8][CH2:9][CH3:10])[CH:19]=[CH:18][CH:17]=[CH:16][CH:15]=1. Procedure details: The same operation as in Example 1-1 or 1-2 was carried out using trans-2-decenoic acid and aniline as starting materials to give the aimed compound. Starting materials: C(#N)C=1C=C(COC=2C=C3N(C(N2)=O)CCN3C(=O)OC(C)(C)C)C=CC1 (tert-butyl 7-((3-cyanobenzyl)oxy)-5-oxo-2,3-dihydroimidazo[1,2-c]pyrim-idine-1(5H)-carboxylate), C(=O)(C(F)(F)F)O (TFA). The solvent is ClCCl (dichloromethane). Run at time 8 hour. The product is O=C1N=C(C=C2N1CCN2)OCC=2C=C(C#N)C=CC2 (3-(((5-oxo-1,2,3,5-tetrahydroimidazo[1,2-c]pyrimidin-7-yl)oxy)methyl)benzonitrile). Yield: 62.1%. As a reaction SMILES: [C:1]([C:3]1[CH:4]=[C:5]([CH:25]=[CH:26][CH:27]=1)[CH2:6][O:7][C:8]1[CH:9]=[C:10]2[N:17](C(OC(C)(C)C)=O)[CH2:16][CH2:15][N:11]2[C:12](=[O:14])[N:13]=1)#[N:2].C(O)(C(F)(F)F)=O>ClCCl>[O:14]=[C:12]1[N:11]2[CH2:15][CH2:16][NH:17][C:10]2=[CH:9][C:8]([O:7][CH2:6][C:5]2[CH:4]=[C:3]([CH:27]=[CH:26][CH:25]=2)[C:1]#[N:2])=[N:13]1. Reported procedure: A solution of tert-butyl 7-((3-cyanobenzyl)oxy)-5-oxo-2,3-dihydroimidazo[1,2-c]pyrim-idine-1(5H)-carboxylate (20 mg, 0.054 mmol) in dichloromethane (DCM) (4 mL) was added TFA (0.5 mL, 6.49 mmol) at room temperature. The reaction mixture was stirred at rt overnight, then concentrated to remove solvent, diluted with sat. NaHCO3 (5 mL) solution and EtOAc (15 mL). Separated organic part was dried over Na2SO4, filtered and concentrated. Purification via MDAP (Gilson GX-281, mobile phase: 0.01% NH4HCO... Reactants: ClC1=CC(=CC=C1)C(=O)OO (meta-chloroperbenzoic acid), ice, C(C=C)C1=C(C=CC=C1)O (2-allylphenol). The solvent is ClCCl (dichloromethane), ClCCl (dichloromethane). Run at temperature 0 celsius, time 18 hour. Yields the product O1C(CC2=C1C=CC=C2)CO ((2,3-Dihydro-benzofuran-2-yl)-methanol). Reaction SMILES: ClC1C=CC=C(C(OO)=[O:9])C=1.[CH2:12]([C:15]1[CH:20]=[CH:19][CH:18]=[CH:17][C:16]=1[OH:21])[CH:13]=[CH2:14]>ClCCl>[O:21]1[C:16]2[CH:17]=[CH:18][CH:19]=[CH:20][C:15]=2[CH2:12][CH:13]1[CH2:14][OH:9]. Procedure: A solution of meta-chloroperbenzoic acid (96.4 g, 335 mmol) in dichloromethane (500 mL) was added to an ice-cold solution of 2-allylphenol (30 g, 224 mmol) in dichloromethane (1 L) and the mixture was stirred at 0° C. for 30 minutes and at room temperature for 18 hours. The reaction mixture was then re-cooled to 0° C., quenched with 2M sodium hydroxide solution (700 mL) and stirred for 30 minutes. The organic layer was then separated, dried over magnesium sulfate and concentrated in vacuo to giv... Reaction SMILES: [CH3:19][OH:20].[CH3:1][n:2]1[n:3][c:4]2[c:5]([CH3:15])[cH:6][c:7]([C:11](=[O:12])[O:13][CH3:14])[cH:8][c:9]2[cH:10]1.[Li+:17].[OH-:16].[OH2:18]>>[CH3:1][n:2]1[n:3][c:4]2[c:5]([CH3:15])[cH:6][c:7]([C:11](=[O:12])[OH:13])[cH:8][c:9]2[cH:10]1. The product is Cc1cc(C(=O)O)cc2cn(C)nc12. Reactants: CO, COC(=O)c1cc(C)c2nn(C)cc2c1, [Li+], [OH-], O. Reactants: FC1=C(C(=CC=C1)F)C=1NC(N(N1)C1=C(C=CC=C1)C(F)(F)F)=O (5-(2,6-difluorophenyl)-2-(α,α,α-trifluoro-o-tolyl)-2,4-dihydro-3H-1,2,4-triazol-3-one), S(=O)(=O)(OC)OC (dimethyl sulfate), C([O-])([O-])=O.[K+].[K+] (potassium carbonate). Solvent: CC(=O)C (acetone). Reaction conditions: time 16 hour. The product is FC1=C(C(=CC=C1)F)C1=NN(C(=N1)OC)C1=C(C=CC=C1)C(F)(F)F (3-(2,6-difluorophenyl)-5-methoxy-1-(α,α,α-trifluoro-o-tolyl)-1H-1,2,4-triazole). RXN SMILES: [F:1][C:2]1[CH:7]=[CH:6][CH:5]=[C:4]([F:8])[C:3]=1[C:9]1[NH:10][C:11](=[O:24])[N:12]([C:14]2[CH:19]=[CH:18][CH:17]=[CH:16][C:15]=2[C:20]([F:23])([F:22])[F:21])[N:13]=1.S(OC)(O[CH3:29])(=O)=O.C(=O)([O-])[O-].[K+].[K+]>CC(C)=O>[F:1][C:2]1[CH:7]=[CH:6][CH:5]=[C:4]([F:8])[C:3]=1[C:9]1[N:10]=[C:11]([O:24][CH3:29])[N:12]([C:14]2[CH:19]=[CH:18][CH:17]=[CH:16][C:15]=2[C:20]([F:23])([F:21])[F:22])[N:13]=1 |f:2.3.4|. Reported procedure: A mixture of 3.75 g (11.0 mmol) of 5-(2,6-difluorophenyl)-2-(α,α,α-trifluoro-o-tolyl)-2,4-dihydro-3H-1,2,4-triazol-3-one, 1.05 g (11.0 mmol) of dimethyl sulfate and 3.04 g (22.0 mmol) of potassium carbonate in acetone is stirred at the reflux temperature for 16 hours. The insoluble constituents are then filtered off and the evaporated residue is subjected to chromatography on silica gel using ethyl acetate/n-hexane (1:4) as the eluent. As the first fraction there is isolated the apolar secondary...